From a dataset of the Open Reaction Database (ORD), a public repository of structured organic reaction records. describe an organic reaction: reactants, conditions, products, and yield Starting materials: Cc1cccc(C(=O)NC(CC(C)C)C(=O)O)c1, CCN=C=NCCCN(C)C, ClCCl, NCCO, On1nnc2ccccc21. Yields the product Cc1cccc(C(=O)NC(CC(C)C)C(=O)NCCO)c1. As a reaction SMILES: [CH3:1][CH:2]([CH2:3][CH:4]([C:5](=[O:6])[OH:7])[NH:8][C:9]([c:10]1[cH:11][c:12]([CH3:16])[cH:13][cH:14][cH:15]1)=[O:17])[CH3:18].[CH3:33][CH2:34][N:35]=[C:36]=[N:37][CH2:38][CH2:39][CH2:40][N:41]([CH3:42])[CH3:43].[Cl:44][CH2:45][Cl:46].[NH2:19][CH2:20][CH2:21][OH:22].[OH:23][n:24]1[c:25]2[c:26]([cH:27][cH:28][cH:29][cH:30]2)[n:31][n:32]1>>[CH3:1][CH:2]([CH2:3][CH:4]([C:5](=[O:7])[NH:19][CH2:20][CH2:21][OH:22])[NH:8][C:9]([c:10]1[cH:11][c:12]([CH3:16])[cH:13][cH:14][cH:15]1)=[O:17])[CH3:18]. Starting materials: c1ccc2c(c1)OCO2, CC(=O)O, O=[N+]([O-])O. Product: O=[N+]([O-])c1ccc2c(c1)OCO2. RXN SMILES: [CH2:1]1[O:2][c:3]2[cH:4][cH:5][cH:6][cH:7][c:8]2[O:9]1.[CH3:14][C:15](=[O:16])[OH:17].[OH:10][N+:11]([O-:12])=[O:13]>>[CH2:1]1[O:2][c:3]2[cH:4][cH:5][c:6]([N+:11](=[O:10])[O-:12])[cH:7][c:8]2[O:9]1. Yields the product Cl, O=C(Nc1ccc(-c2ccc(CO)cc2)cc1)C1CN2CCC1CC2. The reactants are O=C(Nc1ccc(Br)cc1)C1CN2CCC1CC2, O=C([O-])[O-], COCCOC, Cl, [Cs+], [Cs+], OCc1ccc(B(O)O)cc1. RXN SMILES: [Br:2][c:3]1[cH:4][cH:5][c:6]([NH:9][C:10](=[O:11])[CH:12]2[CH2:13][N:14]3[CH2:15][CH2:16][CH:17]2[CH2:18][CH2:19]3)[cH:7][cH:8]1.[C:31](=[O:32])([O-:33])[O-:34].[CH3:37][O:38][CH2:39][CH2:40][O:41][CH3:42].[ClH:1].[Cs+:35].[Cs+:36].[OH:20][CH2:21][c:22]1[cH:23][cH:24][c:25]([B:28]([OH:29])[OH:30])[cH:26][cH:27]1>>[ClH:1].[c:3]1(-[c:25]2[cH:24][cH:23][c:22]([CH2:21][OH:20])[cH:27][cH:26]2)[cH:4][cH:5][c:6]([NH:9][C:10](=[O:11])[CH:12]2[CH2:13][N:14]3[CH2:15][CH2:16][CH:17]2[CH2:18][CH2:19]3)[cH:7][cH:8]1.